Dataset: the Open Reaction Database (ORD), a public repository of structured organic reaction records. Task: describe an organic reaction: reactants, conditions, products, and yield The reactants are C(C(C)C)N1C(N(C(C=2NC=NC12)=O)C)=O (3-isobutyl-1-methylxanthine), BrCCN (2-bromoethylamine), [OH-].[Na+] (NaOH). Run in CO (methanol). Yields the product BrCCN1C=NC=2N(C(N(C(C12)=O)C)=O)CC(C)C (N7-bromoehtyl 3-isobutyl-1-methylxanthine). RXN SMILES: [CH2:1]([N:5]1[C:13]2[N:12]=[CH:11][NH:10][C:9]=2[C:8](=[O:14])[N:7]([CH3:15])[C:6]1=[O:16])[CH:2]([CH3:4])[CH3:3].[Br:17][CH2:18][CH2:19]N.[OH-].[Na+]>CO>[Br:17][CH2:18][CH2:19][N:10]1[C:9]2[C:8](=[O:14])[N:7]([CH3:15])[C:6](=[O:16])[N:5]([CH2:1][CH:2]([CH3:4])[CH3:3])[C:13]=2[N:12]=[CH:11]1 |f:2.3|. Procedure: The process of preparing the compound of formula I comprises the steps of dissolving 3-isobutyl-1-methylxanthine (IBMX) into methanol and stirring with 2-bromoethylamine upon a mantle heater, reacting this mixture with NaOH and then recrystallizing this mixture with methanol to obtain N7-bromoehtyl 3-isobutyl-1-methylxanthine. Reactants: C=CCOCC=CC, C=CCCCCCC, CCO[SiH](OCC)OCC, [H][H], Cl[Pt](Cl)(Cl)Cl, [Pt]. Yields the product CC=CCOCCC[Si](OCC)(OCC)OCC. Reaction SMILES: [CH2:1]([CH:2]=[CH:3][CH3:4])[O:5][CH2:6][CH:7]=[CH2:8].[CH2:26]=[CH:27][CH2:28][CH2:29][CH2:30][CH2:31][CH2:32][CH3:33].[CH2:9]([CH3:10])[O:11][SiH:12]([O:13][CH2:14][CH3:15])[O:16][CH2:17][CH3:18].[H:19][H:20].[Pt:21]([Cl:22])([Cl:23])([Cl:24])[Cl:25].[Pt:34]>>[CH2:1]([CH:2]=[CH:3][CH3:4])[O:5][CH2:6][CH2:7][CH2:8][Si:12]([O:11][CH2:9][CH3:10])([O:13][CH2:14][CH3:15])[O:16][CH2:17][CH3:18]. Yields the product O=CCN1C(=O)c2ccccc2C1=O. Reaction SMILES: [CH2:1]([O:3][CH:4]([O:2][CH2:17][CH3:18])[CH2:5][N:6]1[C:7](=[O:16])[c:8]2[c:9]([cH:12][cH:13][cH:14][cH:15]2)[C:10]1=[O:11])[CH3:19].[CH2:21]1[O:22][CH2:23][CH2:24][CH2:25]1.[ClH:20]>>[O:3]=[CH:4][CH2:5][N:6]1[C:7](=[O:16])[c:8]2[c:9]([cH:12][cH:13][cH:14][cH:15]2)[C:10]1=[O:11]. The reactants are CCOC(CN1C(=O)c2ccccc2C1=O)OCC, C1CCOC1, Cl. The reactants are FC1=CC=C(C=C1)S(=O)(=O)N[C@H](C(=O)O)CC1=CNC2=CC=CC=C12 ((S)-2-(4-fluoro-benzenesulfonylamino)-3-(1H-Indol-3-yl)-propionic acid), Cl.C1(=CC=CC=C1)C1CCNCC1 (4-phenyl-piperidine hydrochloride). Product: N1C=C(C2=CC=CC=C12)C[C@@H](C(=O)O)NS(=O)(=O)C1=CC=C(C=C1)N1CCC(CC1)C1=CC=CC=C1 ((S)-3-(1H-Indol-3-yl)-2-[4-(4-phenyl-piperidin-1-yl)-benzenesulfonylamino]-propionic acid). Reaction SMILES: F[C:2]1[CH:7]=[CH:6][C:5]([S:8]([NH:11][C@@H:12]([CH2:16][C:17]2[C:25]3[C:20](=[CH:21][CH:22]=[CH:23][CH:24]=3)[NH:19][CH:18]=2)[C:13]([OH:15])=[O:14])(=[O:10])=[O:9])=[CH:4][CH:3]=1.Cl.[C:27]1([CH:33]2[CH2:38][CH2:37][NH:36][CH2:35][CH2:34]2)[CH:32]=[CH:31][CH:30]=[CH:29][CH:28]=1>>[NH:19]1[C:20]2[C:25](=[CH:24][CH:23]=[CH:22][CH:21]=2)[C:17]([CH2:16][C@H:12]([NH:11][S:8]([C:5]2[CH:6]=[CH:7][C:2]([N:36]3[CH2:37][CH2:38][CH:33]([C:27]4[CH:32]=[CH:31][CH:30]=[CH:29][CH:28]=4)[CH2:34][CH2:35]3)=[CH:3][CH:4]=2)(=[O:10])=[O:9])[C:13]([OH:15])=[O:14])=[CH:18]1 |f:1.2|. Procedure details: In a manner similar to Example 3(b), (S)-2-(4-fluoro-benzenesulfonylamino)-3-(1H-Indol-3-yl)-propionic acid was condensed with 4-phenyl-piperidine hydrochloride to give the title compound, mp=103-107° C. Starting materials: C(C)(C)(C)N1S(C(=C(C1=O)NC1CCNCC1)C1=CC=CC=C1)(=O)=O (2-tert-butyl-5-phenyl-4-(piperidin-4-ylamino)isothiazol-3(2H)-one 1,1-dioxide), BrCC1=CC=C(C#N)C=C1 (4-(bromomethyl)benzonitrile), C(C1=CC=CC=C1)N1C=2N(CCC1)CCCN2 (1-benzyl-1,3,4,6,7,8-hexahydro-2H-pyrimido[1,2-a]pyrimidine). The solvent is CN(C)C=O (DMF). Run at temperature 150 celsius. Product: C(C)(C)(C)N1S(C(=C(C1=O)NC1CCN(CC1)CC1=CC=C(C#N)C=C1)C1=CC=CC=C1)(=O)=O (4-({4-[(2-tert-Butyl-1,1-dioxido-3-oxo-5-phenyl-2,3-dihydroisothiazol-4-yl)amino]piperidin-1-yl}methyl)benzonitrile). Isolated yield 30.4%. Reaction SMILES: [C:1]([N:5]1[C:9](=[O:10])[C:8]([NH:11][CH:12]2[CH2:17][CH2:16][NH:15][CH2:14][CH2:13]2)=[C:7]([C:18]2[CH:23]=[CH:22][CH:21]=[CH:20][CH:19]=2)[S:6]1(=[O:25])=[O:24])([CH3:4])([CH3:3])[CH3:2].Br[CH2:27][C:28]1[CH:35]=[CH:34][C:31]([C:32]#[N:33])=[CH:30][CH:29]=1.C(N1CCCN2CCCN=C12)C1C=CC=CC=1>CN(C=O)C>[C:1]([N:5]1[C:9](=[O:10])[C:8]([NH:11][CH:12]2[CH2:17][CH2:16][N:15]([CH2:27][C:28]3[CH:35]=[CH:34][C:31]([C:32]#[N:33])=[CH:30][CH:29]=3)[CH2:14][CH2:13]2)=[C:7]([C:18]2[CH:19]=[CH:20][CH:21]=[CH:22][CH:23]=2)[S:6]1(=[O:25])=[O:24])([CH3:4])([CH3:2])[CH3:3]. Procedure: A mixture of 2-tert-butyl-5-phenyl-4-(piperidin-4-ylamino)isothiazol-3(2H)-one 1,1-dioxide (Example 75) (0.100 g, 0.275 mmol), 4-(bromomethyl)benzonitrile (0.054 g, 0.275 mmol), 1-benzyl-1,3,4,6,7,8-hexahydro-2H-pyrimido[1,2-a]pyrimidine on polystyrene (0.055 g, 0.413 mmol) in DMF (2 ml) was heated in a microwave reactor at 150° C. for 7 mins. The reaction mixture was filtered, evaporated to dryness and the residue was purified by preparative HPLC to give the title compound (0.040 g, 30%); 1H NM... The reactants are C(C)NC1=C(C=C(C(=C1)OC)OC)C1CC=2C=CC(=CC2CC1)OC(C(C)(C)C)=O (pivalic acid 6-(2-ethylamino-4,5-dimethoxyphenyl)-5,6,7,8-tetrahydronaphthalen-2-yl ester), C(C)(C)(C)OC(=O)N1CCC(CC1)C1=CC=C(C=C1)C(=O)O (4-(4-carboxyphenyl)piperidine-1-carboxylic acid tert-butyl ester). Yields the product C(C)N(C1=C(C=C(C(=C1)OC)OC)C1CC=2C=CC(=CC2CC1)O)CC1=CC=C(C=C1)C1CCNCC1 (6-{2-[Ethyl(4-piperidin-4-ylbenzyl)amino]-4,5-dimethoxyphenyl}-5,6,7,8-tetrahydronaphthalen-2-ol). The yield is 36.2%. Reaction SMILES: [CH2:1]([NH:3][C:4]1[CH:9]=[C:8]([O:10][CH3:11])[C:7]([O:12][CH3:13])=[CH:6][C:5]=1[CH:14]1[CH2:23][CH2:22][C:21]2[CH:20]=[C:19]([O:24]C(=O)C(C)(C)C)[CH:18]=[CH:17][C:16]=2[CH2:15]1)[CH3:2].C(OC([N:38]1[CH2:43][CH2:42][CH:41]([C:44]2[CH:49]=[CH:48][C:47]([C:50](O)=O)=[CH:46][CH:45]=2)[CH2:40][CH2:39]1)=O)(C)(C)C>>[CH2:1]([N:3]([CH2:50][C:47]1[CH:46]=[CH:45][C:44]([CH:41]2[CH2:40][CH2:39][NH:38][CH2:43][CH2:42]2)=[CH:49][CH:48]=1)[C:4]1[CH:9]=[C:8]([O:10][CH3:11])[C:7]([O:12][CH3:13])=[CH:6][C:5]=1[CH:14]1[CH2:23][CH2:22][C:21]2[CH:20]=[C:19]([OH:24])[CH:18]=[CH:17][C:16]=2[CH2:15]1)[CH3:2]. Procedure: Synthesized from pivalic acid 6-(2-ethylamino-4,5-dimethoxyphenyl)-5,6,7,8-tetrahydronaphthalen-2-yl ester (50 mg) and 4-(4-carboxyphenyl)piperidine-1-carboxylic acid tert-butyl ester (100 mg) according to an analogous synthetic method to Example 209, the title compound (22 mg) was obtained. Starting materials: ClC1=C2N=C(N(C2=NC=N1)C1=CC=C(C=C1)Cl)C1=C(C=C(C=C1)Cl)Cl (6-chloro-9-(4-chlorophenyl)-8-(2,4-dichlorophenyl)-9H-purine), Cl (HCl), C(CCC)[Sn](C(=C)OCC)(CCCC)CCCC (tributyl-(1-ethoxyvinyl)-stannane), O (H2O). The reagents and catalysts are [Pd].C1(=CC=CC=C1)P(C1=CC=CC=C1)C1=CC=CC=C1.C1(=CC=CC=C1)P(C1=CC=CC=C1)C1=CC=CC=C1.C1(=CC=CC=C1)P(C1=CC=CC=C1)C1=CC=CC=C1.C1(=CC=CC=C1)P(C1=CC=CC=C1)C1=CC=CC=C1 (tetrakis(triphenylphosphine) palladium(0)). Run in CN(C=O)C (dimethylformamide), C(C)(=O)OCC (ethyl acetate). Reaction conditions: temperature 100 celsius, time 1 hour. Yields the product ClC1=CC=C(C=C1)N1C2=NC=NC(=C2N=C1C1=C(C=C(C=C1)Cl)Cl)C(C)=O (1-[9-(4-Chlorophenyl)-8-(2,4-dichlorophenyl)-9H-purin-6-yl]-ethanone). Reaction SMILES: Cl[C:2]1[N:10]=[CH:9][N:8]=[C:7]2[C:3]=1[N:4]=[C:5]([C:18]1[CH:23]=[CH:22][C:21]([Cl:24])=[CH:20][C:19]=1[Cl:25])[N:6]2[C:11]1[CH:16]=[CH:15][C:14]([Cl:17])=[CH:13][CH:12]=1.C([Sn](CCCC)(CCCC)[C:31]([O:33]CC)=[CH2:32])CCC.O.Cl>CN(C)C=O.C(OCC)(=O)C.[Pd].C1(P(C2C=CC=CC=2)C2C=CC=CC=2)C=CC=CC=1.C1(P(C2C=CC=CC=2)C2C=CC=CC=2)C=CC=CC=1.C1(P(C2C=CC=CC=2)C2C=CC=CC=2)C=CC=CC=1.C1(P(C2C=CC=CC=2)C2C=CC=CC=2)C=CC=CC=1>[Cl:17][C:14]1[CH:15]=[CH:16][C:11]([N:6]2[C:5]([C:18]3[CH:23]=[CH:22][C:21]([Cl:24])=[CH:20][C:19]=3[Cl:25])=[N:4][C:3]3[C:7]2=[N:8][CH:9]=[N:10][C:2]=3[C:31](=[O:33])[CH3:32])=[CH:12][CH:13]=1 |f:6.7.8.9.10|. Procedure: A solution of 6-chloro-9-(4-chlorophenyl)-8-(2,4-dichlorophenyl)-9H-purine I-(1A-1)d (202 mg, 0.49 mmol) and tetrakis(triphenylphosphine) palladium(0) (60 mg, 0.049 mmol) in dimethylformamide (1.5 ml) was degassed and to it was added tributyl-(1-ethoxyvinyl)-stannane (250 μl, 0.74 mmol). The reaction mixture was heated to 100° C. until completed as shown by TLC. A solution of 2:1 of H2O/conc. HCl (1.5 ml) was added to the reaction mixture and the heating continued for 1 hour. The reaction was di...